Dataset: the Open Reaction Database (ORD), a public repository of structured organic reaction records. Task: describe an organic reaction: reactants, conditions, products, and yield Reactants: C(C1=CC=CC=C1)(=O)C1=CC=C(C=CC(=O)N2CCOCC2)C=C1 (4-benzoylcinnamic acid morpholide), BrC=1C=C(C(=CC1)OC)OC (4-bromoveratrole). Product: C(C1=CC=CC=C1)(=O)C1=CC=C(C=C1)\C(=C/C(=O)N1CCOCC1)\C1=CC(=C(C=C1)OC)OC (E-3(4-Benzoylphenyl)-3-(3,4-dimethoxyphenyl)acrylic acid morpholide). Reaction SMILES: [C:1]([C:9]1[CH:24]=[CH:23][C:12]([CH:13]=[CH:14][C:15]([N:17]2[CH2:22][CH2:21][O:20][CH2:19][CH2:18]2)=[O:16])=[CH:11][CH:10]=1)(=[O:8])[C:2]1[CH:7]=[CH:6][CH:5]=[CH:4][CH:3]=1.Br[C:26]1[CH:27]=[C:28]([O:34][CH3:35])[C:29]([O:32][CH3:33])=[CH:30][CH:31]=1>>[C:1]([C:9]1[CH:24]=[CH:23][C:12](/[C:13](/[C:26]2[CH:31]=[CH:30][C:29]([O:32][CH3:33])=[C:28]([O:34][CH3:35])[CH:27]=2)=[CH:14]\[C:15]([N:17]2[CH2:22][CH2:21][O:20][CH2:19][CH2:18]2)=[O:16])=[CH:11][CH:10]=1)(=[O:8])[C:2]1[CH:3]=[CH:4][CH:5]=[CH:6][CH:7]=1. Procedure: This compound was obtained analogous to Example 23 by reacting 4-benzoylcinnamic acid morpholide and 4-bromoveratrole. Starting materials: ClCC(=O)N(C1=C(C=CC=C1C)C)CCl (2-chloro-2',6'-dimethyl-N-chloromethyl acetanilide), N1N=CC=C1 (pyrazole). Run in C1(=CC=CC=C1)C (toluene). Yields the product 39.1, ClCC(=O)N(C1=C(C=CC=C1C)C)CN1N=CC=C1 (2-chloro-2',6'-dimethyl-N-(pyrazol-1-yl-methyl)-acetanilide). Reaction SMILES: [Cl:1][CH2:2][C:3]([N:5]([CH2:14]Cl)[C:6]1[C:11]([CH3:12])=[CH:10][CH:9]=[CH:8][C:7]=1[CH3:13])=[O:4].[NH:16]1[CH:20]=[CH:19][CH:18]=[N:17]1>C1(C)C=CC=CC=1>[Cl:1][CH2:2][C:3]([N:5]([CH2:14][N:16]1[CH:20]=[CH:19][CH:18]=[N:17]1)[C:6]1[C:11]([CH3:12])=[CH:10][CH:9]=[CH:8][C:7]=1[CH3:13])=[O:4]. Procedure: 43.9 parts by weight of 2-chloro-2',6'-dimethyl-N-chloromethyl acetanilide and 25.8 parts by weight of pyrazole are stirred for 7 hours at 90° C. in 120 parts by volume of toluene. After the mixture has cooled it is filtered, and the filtrate is washed 3 times with water, each time with 50 parts by volume, and dried over sodium sulfate. The solvent is evaporated and the residue pasted with 50 parts by volume of petroleum ether to give 39.1 parts by weight of 2-chloro-2',6'-dimethyl-N-(pyrazol-1-...